From a dataset of the Open Reaction Database (ORD), a public repository of structured organic reaction records. describe an organic reaction: reactants, conditions, products, and yield Starting materials: Cl (hydrochloric acid), ClCCCC(C(=O)NNC(=O)OC(C)(C)C)C1=CC=C(C=C1)F (tert-butyl N′-[5-chloro-2-(4-fluorophenyl)pentanoyl]hydrazinecarboxylate). Solvent: C(C)(=O)OCC (ethyl acetate), C(C)(=O)OCC (ethyl acetate). Conditions: time 4 hour. Yields the product Cl.ClCCCC(C(=O)NN)C1=CC=C(C=C1)F (5-chloro-2-(4-fluorophenyl)pentanoic acid hydrazide hydrochloride). Isolated yield 162.3%. RXN SMILES: Cl.[Cl:2][CH2:3][CH2:4][CH2:5][CH:6]([C:18]1[CH:23]=[CH:22][C:21]([F:24])=[CH:20][CH:19]=1)[C:7]([NH:9][NH:10]C(OC(C)(C)C)=O)=[O:8]>C(OCC)(=O)C>[ClH:2].[Cl:2][CH2:3][CH2:4][CH2:5][CH:6]([C:18]1[CH:23]=[CH:22][C:21]([F:24])=[CH:20][CH:19]=1)[C:7]([NH:9][NH2:10])=[O:8] |f:3.4|. Procedure details: A solution of 4 N hydrochloric acid in ethyl acetate (2 mL) was added to a solution of tert-butyl N′-[5-chloro-2-(4-fluorophenyl)pentanoyl]hydrazinecarboxylate (517 mg) in ethyl acetate (2 mL), and the reaction solution was stirred at room temperature for four hours. The reaction solution was concentrated under reduced pressure to obtain 342 mg of the title compound. The property values of the compound are as follows.